Task: describe an organic reaction: reactants, conditions, products, and yield. Dataset: the Open Reaction Database (ORD), a public repository of structured organic reaction records Reactants: N#CCBr, O=C([O-])[O-], CCOC(C)=O, [K+], [K+], CN(C)C=O, CCCCc1oc2ccccc2c1C(=O)NCc1ccc2c(-c3ccc(C)cc3)c(O)ccc2c1. The product is CCCCc1oc2ccccc2c1C(=O)NCc1ccc2c(-c3ccc(C)cc3)c(OCC#N)ccc2c1. Reaction SMILES: [Br:36][CH2:37][C:38]#[N:39].[C:40](=[O:41])([O-:42])[O-:43].[CH3:51][CH2:52][O:53][C:54](=[O:55])[CH3:56].[K+:44].[K+:45].[O:46]=[CH:47][N:48]([CH3:49])[CH3:50].[OH:1][c:2]1[c:3](-[c:29]2[cH:30][cH:31][c:32]([CH3:35])[cH:33][cH:34]2)[c:4]2[cH:5][cH:6][c:7]([CH2:12][NH:13][C:14](=[O:15])[c:16]3[c:17]([CH2:25][CH2:26][CH2:27][CH3:28])[o:18][c:19]4[c:20]3[cH:21][cH:22][cH:23][cH:24]4)[cH:8][c:9]2[cH:10][cH:11]1>>[O:1]([c:2]1[c:3](-[c:29]2[cH:30][cH:31][c:32]([CH3:35])[cH:33][cH:34]2)[c:4]2[cH:5][cH:6][c:7]([CH2:12][NH:13][C:14](=[O:15])[c:16]3[c:17]([CH2:25][CH2:26][CH2:27][CH3:28])[o:18][c:19]4[c:20]3[cH:21][cH:22][cH:23][cH:24]4)[cH:8][c:9]2[cH:10][cH:11]1)[CH2:37][C:38]#[N:39]. The reactants are ClCCl, O=C(OC(=O)C(F)(F)F)C(F)(F)F, Cn1nc(C(N)=O)cc1CCN1C(=O)c2ccccc2C1=O, c1ccncc1. Product: Cn1nc(C#N)cc1CCN1C(=O)c2ccccc2C1=O. As a reaction SMILES: [Cl:42][CH2:43][Cl:44].[F:29][C:30]([F:31])([F:32])[C:33]([O:34][C:35](=[O:36])[C:37]([F:38])([F:39])[F:40])=[O:41].[O:1]=[C:2]1[N:3]([CH2:12][CH2:13][c:14]2[cH:15][c:16]([C:20](=[O:21])[NH2:22])[n:17][n:18]2[CH3:19])[C:4](=[O:11])[c:5]2[cH:6][cH:7][cH:8][cH:9][c:10]21.[cH:23]1[cH:24][cH:25][n:26][cH:27][cH:28]1>>[O:1]=[C:2]1[N:3]([CH2:12][CH2:13][c:14]2[cH:15][c:16]([C:20]#[N:22])[n:17][n:18]2[CH3:19])[C:4](=[O:11])[c:5]2[cH:6][cH:7][cH:8][cH:9][c:10]21. The reactants are CCO (EtOH), O=S(Cl)Cl (SOCl2), O=C(O)[C@@H](N)CC1=CC=C(O)C(O)=C1 (L-Dopa). Run at temperature -5 celsius, time 5 minute. Product: NC(C(=O)OCC)CC1=CC(=C(C=C1)O)O (Ethyl 2-amino-3-(3,4-dihydroxyphenyl)propanoate), Cl (HCl). Yield: 99.0%. Reaction SMILES: O=S(Cl)[Cl:3].[O:5]=[C:6]([C@H:8]([CH2:10][C:11]1[CH:18]=[C:16]([OH:17])[C:14]([OH:15])=[CH:13][CH:12]=1)[NH2:9])[OH:7].[CH3:19][CH2:20]O>>[NH2:9][CH:8]([CH2:10][C:11]1[CH:12]=[CH:13][C:14]([OH:15])=[C:16]([OH:17])[CH:18]=1)[C:6]([O:7][CH2:19][CH3:20])=[O:5].[ClH:3]. Procedure: To 30 mL of EtOH at −5° C. was added, with stirring, 0.37 mL of SOCl2 slowly. The clear colorless solution was cooled to −5° C. and 1 g of L-Dopa was added. After 5 min, the resulting solution was refluxed overnight. The solution was concentrated to afford 164 as HCl salt (1.30 g, 99%). 1H NMR (DMSO): δ 1.29 (t, 3H, J=7.4 Hz), 3.03 (m, 1H), 3.15 (m, 1H), 4.21 (m, 1H), 4.27 (m, 2H), 4.35 (sl, 3H), 6.60 (d, 1H, J=7.9 Hz), 6.74 (s, 1H), 6.82 (d, 1H, J=7.9 Hz), 8.63 (s, 2H). The reactants are C(C)(=O)OC=1C=C2C(CC(OC2=CC1C(CC(C)(C)C)(C)C)(C)COC1=CC=C(C=C1)N)=O (6-acetoxy-2-(4-aminophenoxymethyl)-2-methyl-7-(1,1,3,3-tetramethylbutyl) chroman-4-one), N(=O)[O-].[Na+] (sodium nitrite), Cl (hydrochloric acid), C(C=C)(=O)OCC (ethyl acrylate), cuprous oxide. Solvent: O (water), CC(=O)C (acetone). Yields the product C(C)(=O)OC=1C=C2C(CC(OC2=CC1C(CC(C)(C)C)(C)C)(C)COC1=CC=C(C=C1)CC(C(=O)OCC)Cl)=O (Ethyl 3-{4-[6-acetoxy-2-methyl-4-oxo-7-(1,1,3,3-tetramethylbutyl)chroman-2-ylmethoxy ]phenyl}-2-chloropropionate). Reaction SMILES: [C:1]([O:4][C:5]1[CH:6]=[C:7]2[C:12](=[CH:13][C:14]=1[C:15]([CH3:22])([CH3:21])[CH2:16][C:17]([CH3:20])([CH3:19])[CH3:18])[O:11][C:10]([CH2:24][O:25][C:26]1[CH:31]=[CH:30][C:29](N)=[CH:28][CH:27]=1)([CH3:23])[CH2:9][C:8]2=[O:33])(=[O:3])[CH3:2].N([O-])=O.[Na+].[ClH:38].[C:39]([O:43][CH2:44][CH3:45])(=[O:42])[CH:40]=[CH2:41]>O.CC(C)=O>[C:1]([O:4][C:5]1[CH:6]=[C:7]2[C:12](=[CH:13][C:14]=1[C:15]([CH3:22])([CH3:21])[CH2:16][C:17]([CH3:20])([CH3:19])[CH3:18])[O:11][C:10]([CH2:24][O:25][C:26]1[CH:31]=[CH:30][C:29]([CH2:41][CH:40]([Cl:38])[C:39]([O:43][CH2:44][CH3:45])=[O:42])=[CH:28][CH:27]=1)([CH3:23])[CH2:9][C:8]2=[O:33])(=[O:3])[CH3:2] |f:1.2|. Procedure details: Following the same procedure as described in Preparation 18, 9 g of 6-acetoxy-2-(4-aminophenoxymethyl)-2-methyl-7-(1,1,3,3-tetramethylbutyl) chroman-4-one (prepared as described in Preparation 24), 1.8 g of sodium nitrite, 10 ml of concentrated hydrochloric acid, 20 g of ethyl acrylate, 0.3 g of cuprous oxide, 100 ml of acetone and about 8 ml of water were reacted, to give the title compound. Reactants: CN(C)C=O (DMF), N[C@@H](CC1=CC=C2C=CC=CC2=C1)C(=O)O (Nal), ClC1=C([O-])C(=CC=C1)Cl.[Na+] (sodium 2,6-dichlorophenoxide), product, O (water). Run in C(Cl)Cl (CH2Cl2). Product: ClCC1=CC=C(C(=O)OC)C=C1 (Methyl 4-chloromethylbenzoate). RXN SMILES: CN([CH:4]=[O:5])C.N[C@H](C(O)=O)[CH2:8][C:9]1[CH:18]=[C:17]2[C:12]([CH:13]=CC=C2)=[CH:11][CH:10]=1.[Cl:22]C1C=CC=C(Cl)C=1[O-].[Na+].[OH2:32]>C(Cl)Cl>[Cl:22][CH2:8][C:9]1[CH:18]=[CH:17][C:12]([C:13]([O:5][CH3:4])=[O:32])=[CH:11][CH:10]=1 |f:2.3|. Procedure: Stir a mixture of 100 g of the product prepared as described in step (a)in 500 mL of dry DMF and 81.1 g (0.54168 moles) of Nal and 150 g (0.8108 moles, 1.5 eg) of sodium 2,6-dichlorophenoxide at room temperature overnight. Add water to the so-formed formed reaction mixture to produce a precipitated solid. Add CH2Cl2 to dissolve the precipitated solid. Wash the CH2Cl2 layers successively with four volumes of a 5% aqueous NaOH solution, water and brine. Separate and dry the organic layer over Na2S... The reactants are C(C1=CC=CC=C1)OCO[C@@H]1C[C@@H](N(C1)C(=O)[C@@H]1CC[C@H](CC1)C(F)(F)F)COC=1C(=NC=CC1)C(=O)O (3-(((2R,4R)-4-(benzyloxymethoxy)-1-(trans-4-(trifluoromethyl)cyclohexanecarbonyl)pyrrolidin-2-yl)methoxy)picolinic acid), O1C(=NC=C1)N (oxazol-2-amine), Cl.Cl.N1[C@H](CCC1)COC=1C(=NC=CC1)C(=O)N ((R)-3-(pyrrolidin-2-ylmethoxy)picolinamide dihydrochloride). Product: C(C1=CC=CC=C1)OCO[C@@H]1C[C@@H](N(C1)C(=O)[C@@H]1CC[C@H](CC1)C(F)(F)F)COC=1C(=NC=CC1)C(=O)NC=1OC=CN1 (3-(((2R,4R)-4-(benzyloxymethoxy)-1-(trans-4-(trifluoromethyl)cyclohexanecarbonyl)pyrrolidin-2-yl)methoxy)-N-(oxazol-2-yl)picolinamide). As a reaction SMILES: [CH2:1]([O:8][CH2:9][O:10][C@H:11]1[CH2:15][N:14]([C:16]([C@H:18]2[CH2:23][CH2:22][C@H:21]([C:24]([F:27])([F:26])[F:25])[CH2:20][CH2:19]2)=[O:17])[C@@H:13]([CH2:28][O:29][C:30]2[C:31]([C:36]([OH:38])=O)=[N:32][CH:33]=[CH:34][CH:35]=2)[CH2:12]1)[C:2]1[CH:7]=[CH:6][CH:5]=[CH:4][CH:3]=1.[O:39]1[CH:43]=[CH:42][N:41]=[C:40]1[NH2:44].Cl.Cl.N1CCC[C@@H]1COC1C(C(N)=O)=NC=CC=1>>[CH2:1]([O:8][CH2:9][O:10][C@H:11]1[CH2:15][N:14]([C:16]([C@H:18]2[CH2:19][CH2:20][C@H:21]([C:24]([F:25])([F:26])[F:27])[CH2:22][CH2:23]2)=[O:17])[C@@H:13]([CH2:28][O:29][C:30]2[C:31]([C:36]([NH:44][C:40]3[O:39][CH:43]=[CH:42][N:41]=3)=[O:38])=[N:32][CH:33]=[CH:34][CH:35]=2)[CH2:12]1)[C:2]1[CH:3]=[CH:4][CH:5]=[CH:6][CH:7]=1 |f:2.3.4|. Reported procedure: The title compound was prepared according to the procedure described in Step 1 of EXAMPLE 3 using 3-(((2R,4R)-4-(benzyloxymethoxy)-1-(trans-4-(trifluoromethyl)cyclohexanecarbonyl)pyrrolidin-2-yl)methoxy)picolinic acid (EXAMPLE 79 Step 6) and oxazol-2-amine instead of indole-2-carboxylic acid and (R)-3-(pyrrolidin-2-ylmethoxy)picolinamide dihydrochloride. Solvent: OS(=O)(=O)O.O=S(=O)=O (oleum), OS(=O)(=O)O.O=S(=O)=O (oleum). Starting materials: C(C=C)(=O)NC(CS(=O)(=O)O)(C)C (2-acrylamido-2-methylpropanesulfonic acid), CO (methanol). The product is C(C=C)(=O)NC(CS(=O)(=O)OC)(C)C (methyl 2-acrylamido-2-methylpropanesulfonate). Conditions: time 10 minute. Reported procedure: A 25-gram portion of 65% oleum (containing 0.203 mole of sulfur trioxide) is poured over 20 grams (0.097 equivalent) of 2-acrylamido-2-methylpropanesulfonic acid. The mixture warms as the acid dissolves in the oleum. The viscous mixture is stirred for 10 minutes and is then poured into 300 ml. (7.42 equivalents) of methanol, while the vessel containing the latter is cooled with ice. After the mixture becomes homogeneous it is stripped to about 100 ml. and extracted with chloroform. The chlorofor... RXN SMILES: [C:1]([NH:5][C:6]([CH3:13])([CH3:12])[CH2:7][S:8]([OH:11])(=[O:10])=[O:9])(=[O:4])[CH:2]=[CH2:3].[CH3:14]O>OS(O)(=O)=O.O=S(=O)=O>[C:1]([NH:5][C:6]([CH3:13])([CH3:12])[CH2:7][S:8]([O:11][CH3:14])(=[O:9])=[O:10])(=[O:4])[CH:2]=[CH2:3] |f:2.3|. Starting materials: COC(\C=C\C1=C(N=C2N1N=C(C(=C2)C2=CC=CC=C2)C2=CC=C(C=C2)C2(CCC2)NC(=O)OC(C)(C)C)C)=O ((E)-3-{6-[4-(1-tert-butoxycarbonylamino-cyclobutyl)-phenyl]-2-methyl-7-phenyl-imidazo[1,2-b]pyridazin-3-yl}-acrylic acid methyl ester). Solvent: Cl (hydrogen chloride), O1CCOCC1 (dioxane). Conditions: time 1 hour. The product is COC(\C=C\C1=C(N=C2N1N=C(C(=C2)C2=CC=CC=C2)C2=CC=C(C=C2)C2(CCC2)N)C)=O ((E)-3-{6-[4-(1-amino-cyclobutyl)-phenyl]-2-methyl-7-phenyl-imidazo[1,2-b]pyridazin-3-yl}-acrylic acid methyl ester). Yield: 16.4%. RXN SMILES: [CH3:1][O:2][C:3](=[O:40])/[CH:4]=[CH:5]/[C:6]1[N:10]2[N:11]=[C:12]([C:21]3[CH:26]=[CH:25][C:24]([C:27]4([NH:31]C(OC(C)(C)C)=O)[CH2:30][CH2:29][CH2:28]4)=[CH:23][CH:22]=3)[C:13]([C:15]3[CH:20]=[CH:19][CH:18]=[CH:17][CH:16]=3)=[CH:14][C:9]2=[N:8][C:7]=1[CH3:39]>Cl.O1CCOCC1>[CH3:1][O:2][C:3](=[O:40])/[CH:4]=[CH:5]/[C:6]1[N:10]2[N:11]=[C:12]([C:21]3[CH:22]=[CH:23][C:24]([C:27]4([NH2:31])[CH2:30][CH2:29][CH2:28]4)=[CH:25][CH:26]=3)[C:13]([C:15]3[CH:16]=[CH:17][CH:18]=[CH:19][CH:20]=3)=[CH:14][C:9]2=[N:8][C:7]=1[CH3:39]. Procedure: 299 mg Of the crude (E)-3-{6-[4-(1-tert-butoxycarbonylamino-cyclobutyl)-phenyl]-2-methyl-7-phenyl-imidazo[1,2-b]pyridazin-3-yl}-acrylic acid methyl ester were stirred in 17.6 mL 4M hydrogen chloride in dioxane for 22 hours at room temperature. The solvent was evaporated and the residue was treated with saturated sodium bicarbonate solution (pH 9). After stirring for one hour 100 mL dichloromethane were added and stirring was continued for one hour. The organic phase was separated and the aqueous... The reactants are CCO, CC(F)(F)c1ccc(CC2NC(=O)OC2c2ccc(F)cc2)cc1, [Na+], [OH-], O. Yields the product CC(F)(F)c1ccc(CC(N)C(O)c2ccc(F)cc2)cc1. As a reaction SMILES: [CH3:27][CH2:28][OH:29].[F:1][C:2]([CH3:3])([F:4])[c:5]1[cH:6][cH:7][c:8]([CH2:9][CH:10]2[NH:11][C:12](=[O:22])[O:13][CH:14]2[c:15]2[cH:16][cH:17][c:18]([F:21])[cH:19][cH:20]2)[cH:23][cH:24]1.[Na+:26].[OH-:25].[OH2:30]>>[F:1][C:2]([CH3:3])([F:4])[c:5]1[cH:6][cH:7][c:8]([CH2:9][CH:10]([NH2:11])[CH:14]([OH:13])[c:15]2[cH:16][cH:17][c:18]([F:21])[cH:19][cH:20]2)[cH:23][cH:24]1.